Dataset: the Open Reaction Database (ORD), a public repository of structured organic reaction records. Task: describe an organic reaction: reactants, conditions, products, and yield Starting materials: C1COCCO1, CC1(C)N=C1c1ccccc1, Nc1ccc(C=O)cc1. Yields the product CC1(C)N=C(c2ccccc2)C(c2ccc(N)cc2)O1. As a reaction SMILES: [CH2:21]1[O:22][CH2:23][CH2:24][O:25][CH2:26]1.[CH3:1][C:2]1([CH3:11])[N:3]=[C:4]1[c:5]1[cH:6][cH:7][cH:8][cH:9][cH:10]1.[NH2:12][c:13]1[cH:14][cH:15][c:16]([CH:17]=[O:18])[cH:19][cH:20]1>>[CH3:1][C:2]1([CH3:11])[N:3]=[C:4]([c:5]2[cH:6][cH:7][cH:8][cH:9][cH:10]2)[CH:17]([c:16]2[cH:15][cH:14][c:13]([NH2:12])[cH:20][cH:19]2)[O:18]1. Reactants: [Ag+], CC(=O)[O-], CC(=O)O, COc1nc(-c2cnn(C(CC#N)C3CCCC3)c2)c2c(I)c[nH]c2n1. The product is COc1nc(-c2cnn(C(CC#N)C3CCCC3)c2)c2c(OC(C)=O)c[nH]c2n1. As a reaction SMILES: [Ag+:35].[C:31]([O-:32])(=[O:33])[CH3:34].[CH3:27][C:28]([OH:29])=[O:30].[CH:1]1([CH:6]([CH2:7][C:8]#[N:9])[n:10]2[n:11][cH:12][c:13](-[c:15]3[c:16]4[c:17]([n:18][c:19]([O:21][CH3:22])[n:20]3)[nH:23][cH:24][c:25]4[I:26])[cH:14]2)[CH2:2][CH2:3][CH2:4][CH2:5]1>>[CH:1]1([CH:6]([CH2:7][C:8]#[N:9])[n:10]2[n:11][cH:12][c:13](-[c:15]3[c:16]4[c:17]([n:18][c:19]([O:21][CH3:22])[n:20]3)[nH:23][cH:24][c:25]4[O:30][C:28]([CH3:27])=[O:29])[cH:14]2)[CH2:2][CH2:3][CH2:4][CH2:5]1. The reactants are O=C=C1CC(c2cc3nc(Cl)cc(Cl)n3n2)CCN1OCc1ccccc1, C1COCCN1, C1COCCO1, O. Product: O=C=C1CC(c2cc3nc(Cl)cc(N4CCOCC4)n3n2)CCN1OCc1ccccc1. RXN SMILES: [CH2:1]([c:2]1[cH:3][cH:4][cH:5][cH:6][cH:7]1)[O:8][N:9]1[C:10](=[C:26]=[O:27])[CH2:11][CH:12]([c:15]2[n:16][n:17]3[c:18]([n:19][c:20]([Cl:24])[cH:21][c:22]3[Cl:23])[cH:25]2)[CH2:13][CH2:14]1.[CH2:28]1[CH2:29][O:30][CH2:31][CH2:32][NH:33]1.[CH2:34]1[O:35][CH2:36][CH2:37][O:38][CH2:39]1.[OH2:40]>>[CH2:1]([c:2]1[cH:3][cH:4][cH:5][cH:6][cH:7]1)[O:8][N:9]1[C:10](=[C:26]=[O:27])[CH2:11][CH:12]([c:15]2[n:16][n:17]3[c:18]([n:19][c:20]([Cl:24])[cH:21][c:22]3[N:33]3[CH2:28][CH2:29][O:30][CH2:31][CH2:32]3)[cH:25]2)[CH2:13][CH2:14]1. Starting materials: C(C)(=O)[O-].[Na+] (sodium acetate), FC=1C=CC=C2C3(C(NC12)=O)CC3 (7′-Fluorospiro[cyclopropane-1,3′-indol]-2′(1′H)-one), BrBr (bromine). Run in CCOCC (ether), C(Cl)Cl (CH2Cl2). Conditions: temperature 25 celsius, time 16 hour. Yields the product BrC=1C=C2C3(C(NC2=C(C1)F)=O)CC3 (5′-Bromo-7′-fluorospiro[cyclopropane-1,3′-indol]-2′(1′H)-one). Isolated yield 81.9%. As a reaction SMILES: [F:1][C:2]1[CH:3]=[CH:4][CH:5]=[C:6]2[C:10]=1[NH:9][C:8](=[O:11])[C:7]12[CH2:13][CH2:12]1.C([O-])(=O)C.[Na+].[Br:19]Br>C(Cl)Cl.CCOCC>[Br:19][C:4]1[CH:5]=[C:6]2[C:10](=[C:2]([F:1])[CH:3]=1)[NH:9][C:8](=[O:11])[C:7]12[CH2:13][CH2:12]1 |f:1.2|. Procedure: 7′-Fluorospiro[cyclopropane-1,3′-indol]-2′(1′H)-one (0.54 g, 3.05 mmol) was dissolved in 20 mL of CH2Cl2 and sodium acetate (0.28 g, 3.36 mmol) was added followed by bromine (0.173 mL, 3.36 mmol). The mixture was stirred at 25° C. for 16 h then diluted with ether and washed with Na2S3O3, sodium bicarbonate, water, brine, dried over MgSO4, and concentrated. Purification by flash chromatography (15% acetone/hexane) afforded 5′-Bromo-7′-fluorospiro[cyclopropane-1,3′-indol]-2′(1′H)-one (0.64 g, 82%)... Starting materials: [Ca+2], [Cl-], [Cl-], Cl, O=C(O)c1cc(F)c(F)c(F)c1F, [Na+], [OH-], O. The product is O=C(O)c1cc(F)c(O)c(F)c1F. As a reaction SMILES: [Ca+2:18].[Cl-:16].[Cl-:17].[ClH:19].[F:1][c:2]1[c:3]([C:4](=[O:5])[OH:6])[cH:7][c:8]([F:13])[c:9]([F:12])[c:10]1[F:11].[Na+:15].[OH-:14].[OH2:20]>>[F:1][c:2]1[c:3]([C:4](=[O:5])[OH:6])[cH:7][c:8]([F:13])[c:9]([OH:14])[c:10]1[F:11]. The reactants are CSC1=CC=C(C=C1)CCO (4-(methylthio)benzeneethanol), BrCCCCCBr (1,5 dibromopentane), [OH-].[Na+] (sodium hydroxide). The solvent is O (water). The product is BrCCCCCOCCC1=CC=C(C=C1)SC (1-[2-[(5-Bromopentyl)oxy]ethyl]-4-(methylthio)benzene). Yield: 76.1%. RXN SMILES: [CH3:1][S:2][C:3]1[CH:8]=[CH:7][C:6]([CH2:9][CH2:10][OH:11])=[CH:5][CH:4]=1.[Br:12][CH2:13][CH2:14][CH2:15][CH2:16][CH2:17]Br.[OH-].[Na+]>O>[Br:12][CH2:13][CH2:14][CH2:15][CH2:16][CH2:17][O:11][CH2:10][CH2:9][C:6]1[CH:7]=[CH:8][C:3]([S:2][CH3:1])=[CH:4][CH:5]=1 |f:2.3|. Procedure: 4-(methylthio)benzeneethanol (7.44 g) and 1,5 dibromopentane (30.48 g) were stirred rapidly at room temperature with TAB (1.0 g) and 12.5M aqueous sodium hydroxide (35 ml) for 64 h. The mixture was diluted with water (170 ml), extracted with ER (3×200 ml), and the combined organic extracts were washed consecutively with water (170 ml) and brine (170 ml), dried and evaporated. The residual oil (29.29 g) was purified by FCC eluting with ER-CX (0:100→3:97) to give the title compound as a colourless... Reactants: CC(=CCO)CCCC(C)CCCC(C)CCCC(C)C, CCO, [Ni], O. The product is CC(C)CCCC(C)CCCC(C)CCCC(C)CCO. Reaction SMILES: [CH3:1][CH:2]([CH3:3])[CH2:4][CH2:5][CH2:6][CH:7]([CH3:8])[CH2:9][CH2:10][CH2:11][CH:12]([CH3:13])[CH2:14][CH2:15][CH2:16][C:17]([CH3:18])=[CH:19][CH2:20][OH:21].[CH3:22][CH2:23][OH:24].[Ni:26].[OH2:25]>>[CH3:1][CH:2]([CH3:3])[CH2:4][CH2:5][CH2:6][CH:7]([CH3:8])[CH2:9][CH2:10][CH2:11][CH:12]([CH3:13])[CH2:14][CH2:15][CH2:16][CH:17]([CH3:18])[CH2:19][CH2:20][OH:21]. Reactants: ClC1=C(C=CC(=C1)F)S(=O)(=O)C1C[C@H]([C@@H](C1)C(=O)O)COC1=CC=C(C=C1)F ((1R,2R)-4-(2-Chloro-4-fluoro-benzenesulfonyl)-2-(4-fluoro-phenoxymethyl)-cyclopentanecarboxylic acid), NCC#N (aminoacetonitrile), gum. Yields the product C(#N)CNC(=O)[C@H]1[C@@H](CC(C1)S(=O)(=O)C1=C(C=C(C=C1)F)Cl)COC1=CC=C(C=C1)F ((1R,2R)-4-(2-Chloro-4-fluoro-benzenesulfonyl)-2-(4-fluoro-phenoxymethyl)-cyclopentanecarboxylic acid cyanomethyl-amide). Reaction SMILES: [Cl:1][C:2]1[CH:7]=[C:6]([F:8])[CH:5]=[CH:4][C:3]=1[S:9]([CH:12]1[CH2:16][C@@H:15]([C:17]([OH:19])=O)[C@H:14]([CH2:20][O:21][C:22]2[CH:27]=[CH:26][C:25]([F:28])=[CH:24][CH:23]=2)[CH2:13]1)(=[O:11])=[O:10].[NH2:29][CH2:30][C:31]#[N:32]>>[C:30]([CH2:31][NH:32][C:17]([C@@H:15]1[CH2:16][CH:12]([S:9]([C:3]2[CH:4]=[CH:5][C:6]([F:8])=[CH:7][C:2]=2[Cl:1])(=[O:11])=[O:10])[CH2:13][C@H:14]1[CH2:20][O:21][C:22]1[CH:27]=[CH:26][C:25]([F:28])=[CH:24][CH:23]=1)=[O:19])#[N:29]. Procedure details: The title compound was prepared in analogy to example 68 step 11 using (1R,2R)-4-(2-Chloro-4-fluoro-benzenesulfonyl)-2-(4-fluoro-phenoxymethyl)-cyclopentanecarboxylic acid (epimeric mixture, example 143 and 144 step 6) and aminoacetonitrile. Light yellow foam gum (44%). MS (EI): 469.3 (M+H)+. Yields the product CC(C)(C)n1cnc2c[n+]([O-])c3ccccc3c21. Starting materials: O=C([O-])O, CC(C)(C)n1cnc2cnc3ccccc3c21, ClC(Cl)Cl, [NH4+], [Na+], [OH-], O=C(OO)c1cccc(Cl)c1. As a reaction SMILES: [C:29](=[O:30])([OH:31])[O-:32].[CH3:1][C:2]([CH3:3])([CH3:4])[n:5]1[cH:6][n:7][c:8]2[cH:9][n:10][c:11]3[cH:12][cH:13][cH:14][cH:15][c:16]3[c:17]12.[CH:34]([Cl:35])([Cl:36])[Cl:37].[NH4+:38].[Na+:33].[OH-:39].[OH:18][O:19][C:20]([c:21]1[cH:22][c:23]([Cl:24])[cH:25][cH:26][cH:27]1)=[O:28]>>[CH3:1][C:2]([CH3:3])([CH3:4])[n:5]1[cH:6][n:7][c:8]2[cH:9][n+:10]([O-:18])[c:11]3[cH:12][cH:13][cH:14][cH:15][c:16]3[c:17]12. The reactants are [BH4-], CC(C)(C)c1ccc(C=O)cc1, O=C([O-])[O-], CO, NCCc1cccc(Cl)c1F, Cl, Cl, [K+], [K+], [Na+]. The product is CC(C)(C)c1ccc(CNCCc2cccc(Cl)c2F)cc1. RXN SMILES: [BH4-:31].[C:1]([CH3:2])([CH3:3])([CH3:4])[c:5]1[cH:6][cH:7][c:8]([CH:9]=[O:10])[cH:11][cH:12]1.[C:25](=[O:26])([O-:27])[O-:28].[CH3:34][OH:35].[Cl:14][c:15]1[c:16]([F:24])[c:17]([CH2:21][CH2:22][NH2:23])[cH:18][cH:19][cH:20]1.[ClH:13].[ClH:33].[K+:29].[K+:30].[Na+:32]>>[C:1]([CH3:2])([CH3:3])([CH3:4])[c:5]1[cH:6][cH:7][c:8]([CH2:9][NH:23][CH2:22][CH2:21][c:17]2[c:16]([F:24])[c:15]([Cl:14])[cH:20][cH:19][cH:18]2)[cH:11][cH:12]1.